This data is from the Open Reaction Database (ORD), a public repository of structured organic reaction records. The task is: describe an organic reaction: reactants, conditions, products, and yield Reactants: O=C(OO)c1cccc(Cl)c1, ClCCl, [Na+], [Na+], C1CCOC1, O=S([O-])([O-])=S, Cc1ccc(-c2cccc(C=CC(=O)Nc3ccc(-c4ccccn4)cc3)c2)cc1. The product is Cc1ccc(-c2cccc(C=CC(=O)Nc3ccc(-c4cccc[n+]4[O-])cc3)c2)cc1. RXN SMILES: [Cl:31][c:32]1[cH:33][cH:34][cH:35][c:36]([C:37]([O:38][OH:40])=[O:39])[cH:41]1.[Cl:54][CH2:55][Cl:56].[Na+:47].[Na+:48].[O:49]1[CH2:50][CH2:51][CH2:52][CH2:53]1.[S:42]([O-:43])([O-:44])(=[O:45])=[S:46].[n:1]1[c:2](-[c:7]2[cH:8][cH:9][c:10]([NH:13][C:14]([CH:15]=[CH:16][c:17]3[cH:18][c:19](-[c:23]4[cH:24][cH:25][c:26]([CH3:29])[cH:27][cH:28]4)[cH:20][cH:21][cH:22]3)=[O:30])[cH:11][cH:12]2)[cH:3][cH:4][cH:5][cH:6]1>>[n+:1]1([O-:39])[c:2](-[c:7]2[cH:8][cH:9][c:10]([NH:13][C:14]([CH:15]=[CH:16][c:17]3[cH:18][c:19](-[c:23]4[cH:24][cH:25][c:26]([CH3:29])[cH:27][cH:28]4)[cH:20][cH:21][cH:22]3)=[O:30])[cH:11][cH:12]2)[cH:3][cH:4][cH:5][cH:6]1.